This data is from the Open Reaction Database (ORD), a public repository of structured organic reaction records. The task is: describe an organic reaction: reactants, conditions, products, and yield Starting materials: [Li]CCCC (n-BuLi), C(C1=CC=CC=C1)C1=C(C(=O)NC)C=CC(=C1)OC (2-benzyl-4-methoxy-N-methylbenzamide), C(=O)OCC (ethyl formate). Run in C1CCOC1 (THF), C1CCOC1 (THF). Reaction conditions: time 20 minute. The product is COC1=CC(=C(C(=O)NC)C=C1)C(C=O)C1=CC=CC=C1 (4-methoxy-N-methyl-2-(2-oxo-1-phenylethyl)benzamide). RXN SMILES: [CH2:1]([C:8]1[CH:17]=[C:16]([O:18][CH3:19])[CH:15]=[CH:14][C:9]=1[C:10]([NH:12][CH3:13])=[O:11])[C:2]1[CH:7]=[CH:6][CH:5]=[CH:4][CH:3]=1.[Li]CCCC.[CH:25](OCC)=[O:26]>C1COCC1>[CH3:19][O:18][C:16]1[CH:15]=[CH:14][C:9]([C:10]([NH:12][CH3:13])=[O:11])=[C:8]([CH:1]([C:2]2[CH:3]=[CH:4][CH:5]=[CH:6][CH:7]=2)[CH:25]=[O:26])[CH:17]=1. Reported procedure: A solution of 2-benzyl-4-methoxy-N-methylbenzamide (125 mg) in 5 mL THF was cooled to −78 C. n-BuLi (0.400 mL, 2.5 M in hexanes) was added, and the reaction was stirred at −78 C for 20 min. A solution of ethyl formate (0.160 mL) in 1 mL THF was added via cannula. The reaction was quenched at −78 C by addition of saturated aqueous ammonium acetate. The mixture was extracted with EtOAc and concentrated to give 4-methoxy-N-methyl-2-(2-oxo-1-phenylethyl)benzamide, which was used without further puri... Reactants: mixture, [N+](=O)([O-])C=1C=C(C=CC1)C(C)S(=O)(=O)[O-] (1-(3-nitrophenyl)ethanesulphonate), FC(C(C(C(S(=O)(=O)[O-])(F)F)(F)F)(F)F)(F)F.[K+] (potassium nonafluorobutanesulphonate). Product: [N+](=O)([O-])C=1C=C(C=CC1)C(C)S(=O)(=O)[O-].C(CCC)[N+](CCCC)(CCCC)CCCC (tetra-n-butylammonium 1-(3-nitrophenyl)ethanesulphonate). Solvent: CC(=O)C (acetone), CC(=O)C (acetone). Reaction SMILES: F[C:2](F)(F)[C:3](F)(F)[C:4](F)(F)[C:5](F)(F)S([O-])(=O)=O.[K+].[N+:19]([C:22]1[CH:23]=[C:24]([CH:28]([S:30]([O-:33])(=[O:32])=[O:31])[CH3:29])[CH:25]=[CH:26][CH:27]=1)([O-:21])=[O:20]>CC(C)=O>[N+:19]([C:22]1[CH:23]=[C:24]([CH:28]([S:30]([O-:33])(=[O:31])=[O:32])[CH3:29])[CH:25]=[CH:26][CH:27]=1)([O-:21])=[O:20].[CH2:2]([N+:19]([CH2:22][CH2:23][CH2:24][CH3:28])([CH2:25][CH2:24][CH2:28][CH3:29])[CH2:23][CH2:22][CH2:27][CH3:26])[CH2:3][CH2:4][CH3:5] |f:0.1,4.5|. Procedure details: 5.2 g of potassium nonafluorobutanesulphonate dissolved in 12 cm3 of acetone are added to a solution of 10.5 g of a mixture of the A and B forms (about 15/85 in moles) of N-benzylquininium 1-(3-nitrophenyl)ethanesulphonate in 16 cm3 of acetone. The insoluble product is filtered off and then dissolved in 9 cm3 of water. 8.4 cm3 of an aqueous 1N hydrochloric acid solution and 1.15 g of (R)-(-)-phenylglycinol are added. The solution obtained is concentrated to dryness under reduced pressure (2.7 kP...